From a dataset of the Open Reaction Database (ORD), a public repository of structured organic reaction records. describe an organic reaction: reactants, conditions, products, and yield Starting materials: CCOC(=O)C(Cc1ccc(OCC=C(C)c2ccc(-c3cc(Cl)cc(Cl)c3)cc2)cc1)OCC, [Na+], [OH-]. Yields the product CCOC(Cc1ccc(OCC=C(C)c2ccc(-c3cc(Cl)cc(Cl)c3)cc2)cc1)C(=O)O. RXN SMILES: [Cl:1][c:2]1[cH:3][c:4](-[c:9]2[cH:10][cH:11][c:12]([C:15](=[CH:16][CH2:17][O:18][c:19]3[cH:20][cH:21][c:22]([CH2:25][CH:26]([C:27](=[O:28])[O:29][CH2:30][CH3:31])[O:32][CH2:33][CH3:34])[cH:23][cH:24]3)[CH3:35])[cH:13][cH:14]2)[cH:5][c:6]([Cl:8])[cH:7]1.[Na+:37].[OH-:36]>>[Cl:1][c:2]1[cH:3][c:4](-[c:9]2[cH:10][cH:11][c:12]([C:15](=[CH:16][CH2:17][O:18][c:19]3[cH:20][cH:21][c:22]([CH2:25][CH:26]([C:27](=[O:28])[OH:29])[O:32][CH2:33][CH3:34])[cH:23][cH:24]3)[CH3:35])[cH:13][cH:14]2)[cH:5][c:6]([Cl:8])[cH:7]1. The reactants are [OH-].[Na+] (sodium hydroxide), C(C)OC(=O)C1CCN(CC1)C=1N=CC2=C(N1)N(CC=C2)NCC2=CC1=C(C=C2)OCO1 (2-(4-ethoxycarbonylpiperidino)-8(3,4-methylenedioxybenzyl)aminopyrido[2,3-d]pyrimidine), Cl (hydrochloric acid), O (water). The solvent is C(C)O (ethanol). Reaction conditions: time 6 hour. The product is C(=O)(O)C1CCN(CC1)C=1N=CC2=C(N1)N(CC=C2)NCC2=CC1=C(C=C2)OCO1 (2-(4-carboxypiperidino)-8-(3,4-methylenedioxybenzyl)aminopyrido[2,3-d]pyrimidine). Yield: 76.1%. RXN SMILES: [OH-].[Na+].C([O:5][C:6]([CH:8]1[CH2:13][CH2:12][N:11]([C:14]2[N:15]=[CH:16][C:17]3[CH:23]=[CH:22][CH2:21][N:20]([NH:24][CH2:25][C:26]4[CH:31]=[CH:30][C:29]5[O:32][CH2:33][O:34][C:28]=5[CH:27]=4)[C:18]=3[N:19]=2)[CH2:10][CH2:9]1)=[O:7])C.Cl.O>C(O)C>[C:6]([CH:8]1[CH2:13][CH2:12][N:11]([C:14]2[N:15]=[CH:16][C:17]3[CH:23]=[CH:22][CH2:21][N:20]([NH:24][CH2:25][C:26]4[CH:31]=[CH:30][C:29]5[O:32][CH2:33][O:34][C:28]=5[CH:27]=4)[C:18]=3[N:19]=2)[CH2:10][CH2:9]1)([OH:7])=[O:5] |f:0.1|. Procedure details: 1.56 ml of 1N sodium hydroxide was added to a solution of 170 mg of 2-(4-ethoxycarbonylpiperidino)-8(3,4-methylenedioxybenzyl)aminopyrido[2,3-d]pyrimidine in 10 ml of ethanol. The obtained mixture was stirred at room temperature for 6 hours and neutralized by the addition of 1N hydrochloric acid and water. The crystals thus precipitated were recovered by filtration, whereby 121 mg of the title compound was obtained. Product: BrC12C3CCC(C(CCC1)C2)C3 (1-bromotricyclo [4.3.1.12,5 ] undecane). Reaction SMILES: S(Br)([Br:3])=O.[C:5]12(O)[CH2:14][CH:10]([CH2:11][CH2:12][CH2:13]1)[CH:9]1[CH2:15][CH:6]2[CH2:7][CH2:8]1>C1C=CC=CC=1>[Br:3][C:5]12[CH2:14][CH:10]([CH2:11][CH2:12][CH2:13]1)[CH:9]1[CH2:15][CH:6]2[CH2:7][CH2:8]1. Procedure details: Six milliliters (78 millimoles) of thionyl bromide are added to 20 ml of a solution of 5.36 g (32 millimoles) of tricyclo [4.3.1.12,5 ] undecane-1-ol in dry benzene and the entirety is refluxed for 1.5 hours. The reaction mixture is concentrated under reduced pressure and there is further added 20 ml of dry benzene. Reduced pressure concentration is repeated to distill out the excess thionyl chloride completely. The residue is distilled under reduced pressure to collect a fraction boiling at 96°... Run in C1=CC=CC=C1 (benzene). Starting materials: S(=O)(Br)Br (thionyl bromide), solution, C12(C3CCC(C(CCC1)C2)C3)O (tricyclo [4.3.1.12,5 ] undecane-1-ol). Yield: 61.8%. Reactants: CC(C)(C)OC(=O)N(C(=O)OC(C)(C)C)c1nccc2ccc(CBr)cc12, CS(C)=O, [N-]=[N+]=[N-], [Na+], O. Reaction SMILES: [C:1]([CH3:2])([CH3:3])([CH3:4])[O:5][C:6](=[O:7])[N:8]([c:9]1[n:10][cH:11][cH:12][c:13]2[cH:14][cH:15][c:16]([CH2:19][Br:20])[cH:17][c:18]12)[C:21](=[O:22])[O:23][C:24]([CH3:25])([CH3:26])[CH3:27].[CH3:32][S:33]([CH3:34])=[O:35].[N-:28]=[N+:29]=[N-:30].[Na+:31].[OH2:36]>>[C:1]([CH3:2])([CH3:3])([CH3:4])[O:5][C:6](=[O:7])[N:8]([c:9]1[n:10][cH:11][cH:12][c:13]2[cH:14][cH:15][c:16]([CH2:19][N:28]=[N+:29]=[N-:30])[cH:17][c:18]12)[C:21](=[O:22])[O:23][C:24]([CH3:25])([CH3:26])[CH3:27]. The product is CC(C)(C)OC(=O)N(C(=O)OC(C)(C)C)c1nccc2ccc(CN=[N+]=[N-])cc12. Starting materials: CCOCC, ClCCl, Cl, CC(CO)NC(C)C(O)c1ccc(F)c(F)c1, O=S(=O)(O)O. Product: Cl, CC1COC(c2ccc(F)c(F)c2)C(C)N1. Reaction SMILES: [CH3:27][CH2:28][O:29][CH2:30][CH3:31].[Cl:24][CH2:25][Cl:26].[ClH:23].[F:6][c:7]1[cH:8][c:9]([CH:14]([CH:15]([CH3:16])[NH:17][CH:18]([CH2:19][OH:20])[CH3:21])[OH:22])[cH:10][cH:11][c:12]1[F:13].[S:1](=[O:2])(=[O:3])([OH:4])[OH:5]>>[ClH:23].[F:6][c:7]1[cH:8][c:9]([CH:14]2[CH:15]([CH3:16])[NH:17][CH:18]([CH3:21])[CH2:19][O:22]2)[cH:10][cH:11][c:12]1[F:13]. The reactants are C(C)(C)N1CC2C3=CC=C(C=C3C(C1)CC2)N (10-isopropyl-10-aza-tricyclo[6.3.2.0*2,7*]trideca-2,4,6-trien-4-ylamine), ClC1=NC=C(C(=N1)NC1=C(C=CC=C1)S(=O)(=O)NC)Cl (2-(2,5-dichloro-pyrimidin-4-ylamino)-N-methyl-benzenesulfonamide). The product is ClC=1C(=NC(=NC1)NC=1C=C2C3CN(CC(C2=CC1)CC3)C(C)C)NC3=C(C=CC=C3)S(=O)(=O)NC (2-[5-Chloro-2-(10-isopropyl-10-aza-tricyclo[6.3.2.0*2,7*]trideca-2,4,6-trien-4-ylamino)-pyrimidin-4-ylamino]-N-methyl-benzenesulfonamide). Reaction SMILES: [CH:1]([N:4]1[CH2:14][CH:13]2[CH2:15][CH2:16][CH:6]([C:7]3[C:12]2=[CH:11][C:10]([NH2:17])=[CH:9][CH:8]=3)[CH2:5]1)([CH3:3])[CH3:2].Cl[C:19]1[N:24]=[C:23]([NH:25][C:26]2[CH:31]=[CH:30][CH:29]=[CH:28][C:27]=2[S:32]([NH:35][CH3:36])(=[O:34])=[O:33])[C:22]([Cl:37])=[CH:21][N:20]=1>>[Cl:37][C:22]1[C:23]([NH:25][C:26]2[CH:31]=[CH:30][CH:29]=[CH:28][C:27]=2[S:32]([NH:35][CH3:36])(=[O:34])=[O:33])=[N:24][C:19]([NH:17][C:10]2[CH:11]=[C:12]3[C:7](=[CH:8][CH:9]=2)[CH:6]2[CH2:16][CH2:15][CH:13]3[CH2:14][N:4]([CH:1]([CH3:3])[CH3:2])[CH2:5]2)=[N:20][CH:21]=1. Procedure details: 2-[5-Chloro-2-(10-isopropyl-10-aza-tricyclo[6.3.2.0*2,7*]trideca-2,4,6-trien-4-ylamino)-pyrimidin-4-ylamino]-N-methyl-benzenesulfonamide was prepared from 10-isopropyl-10-aza-tricyclo[6.3.2.0*2,7*]trideca-2,4,6-trien-4-ylamine and 2-(2,5-dichloro-pyrimidin-4-ylamino)-N-methyl-benzenesulfonamide in an analogous manner to Example 273. Product isolated as a clear thin film (21 mg, 33%). LCMS (m/e) 527 (M+1); 1H-NMR (CDCl3, 400 MHz) δ 9.13 (s, 1H), 8.48 (d, 1H, J=8.3 Hz), 7.99 (s, 1H), 7.94 (dd, 1H,... The reactants are ClC1=C(C=C(C(=C1)Cl)Cl)C (2,4,5-trichlorotoluene), BrN1C(CCC1=O)=O (N-bromosuccinimide). Run in C(Cl)(Cl)(Cl)Cl (carbon tetrachloride), petroleum ether. The product is ClC1=C(C=C(C(=C1)Cl)Cl)CBr (2,4,5-trichlorophenylmethyl bromide). Isolated yield 37.8%. As a reaction SMILES: [Cl:1][C:2]1[CH:7]=[C:6]([Cl:8])[C:5]([Cl:9])=[CH:4][C:3]=1[CH3:10].[Br:11]N1C(=O)CCC1=O>C(Cl)(Cl)(Cl)Cl>[Cl:1][C:2]1[CH:7]=[C:6]([Cl:8])[C:5]([Cl:9])=[CH:4][C:3]=1[CH2:10][Br:11]. Procedure: Under a nitrogen atmosphere, a stirred solution of 5.0 grams (0.026 mole) of 2,4,5-trichlorotoluene and 5.3 grams (0.030 mole) of N-bromosuccinimide in 30 ml of carbon tetrachloride was heated to reflux and then was irradiated with a sun lamp during a 10 minute period. The reaction mixture was allowed to cool to ambient temperature at which time it was filtered to remove excess succinimide. The filtrate was concentrated under reduced pressure to a residual oil. The oil was distilled under vacuum... Starting materials: O=C(O)C(=O)O, Fc1cccc(C(F)(F)F)c1, [H-], [H][H], [Na+], CN(C)C=O, O, CC1C(O)CN1C(c1ccccc1)c1ccccc1. Product: O=C(O)C(=O)O, CC1C(Oc2cccc(C(F)(F)F)c2)CN1C(c1ccccc1)c1ccccc1. As a reaction SMILES: [C:3]([C:4](=[O:5])[OH:6])(=[O:7])[OH:8].[F:30][c:31]1[cH:32][c:33]([C:37]([F:38])([F:39])[F:40])[cH:34][cH:35][cH:36]1.[H-:1].[H:28][H:29].[Na+:2].[O:41]=[CH:42][N:43]([CH3:44])[CH3:45].[OH2:46].[c:9]1([CH:15]([N:16]2[CH:17]([CH3:21])[CH:18]([OH:20])[CH2:19]2)[c:22]2[cH:23][cH:24][cH:25][cH:26][cH:27]2)[cH:10][cH:11][cH:12][cH:13][cH:14]1>>[C:3]([C:4](=[O:5])[OH:6])(=[O:7])[OH:8].[c:9]1([CH:15]([N:16]2[CH:17]([CH3:21])[CH:18]([O:20][c:31]3[cH:32][c:33]([C:37]([F:38])([F:39])[F:40])[cH:34][cH:35][cH:36]3)[CH2:19]2)[c:22]2[cH:23][cH:24][cH:25][cH:26][cH:27]2)[cH:10][cH:11][cH:12][cH:13][cH:14]1. Reactants: C(CCC)=C1C(N(C(S1)=O)CCCCCC1=CC=CC=2N1C=CN2)=O (5-butylidene-3-[5-(imidazo[1,2-a]pyridin-5-yl)pentyl]thiazolidine-2,4-dione), Cl (hydrochloric acid). Run in CO (methanol). Product: Cl.C(CCC)=C1C(N(C(S1)=O)CCCCCC1=CC=CC=2N1C=CN2)=O (5-butylidene-3-[5-(imidazo[1,2-a]pyridin-5-yl)pentyl]thiazolidine-2,4-dione hydrochloride). As a reaction SMILES: [CH:1](=[C:5]1[S:9][C:8](=[O:10])[N:7]([CH2:11][CH2:12][CH2:13][CH2:14][CH2:15][C:16]2[N:21]3[CH:22]=[CH:23][N:24]=[C:20]3[CH:19]=[CH:18][CH:17]=2)[C:6]1=[O:25])[CH2:2][CH2:3][CH3:4].[ClH:26]>CO>[ClH:26].[CH:1](=[C:5]1[S:9][C:8](=[O:10])[N:7]([CH2:11][CH2:12][CH2:13][CH2:14][CH2:15][C:16]2[N:21]3[CH:22]=[CH:23][N:24]=[C:20]3[CH:19]=[CH:18][CH:17]=2)[C:6]1=[O:25])[CH2:2][CH2:3][CH3:4] |f:3.4|. Procedure details: To a solution of 1.11 g (3.11 mmol) of 5-butylidene-3-[5-(imidazo[1,2-a]pyridin-5-yl)pentyl]thiazolidine-2,4-dione in 50 ml of methanol, 0.4 ml of concentrated hydrochloric acid was added. After the solvent was distilled off, the residue was washed with diethyl ether to yield 1.18 g (96%, light yellow oily substance) of the desired product. Run in C(C)(=O)O (acetic acid). Starting materials: CN(CCCNC(C=1C(O)=CC=CC1)=O)CCC1=CC(=C(C=C1)OC)OC (N-{3-[(methyl)(3,4-dimethoxyphenethyl)amino]propyl}salicylamide), Cl (hydrochloric acid), C(Cl)(Cl)Cl (chloroform). The product is Cl.CN(CCCN1COC2=C(C1=O)C=CC=C2)CCC2=CC(=C(C=C2)OC)OC (2,3-Dihydro-3-{3-[(methyl)(3,4-dimethoxyphenethyl)amino]propyl}-4H-1,3-benzoxazin-4-one hydrochloride). Reaction SMILES: [CH3:1][N:2]([CH2:16][CH2:17][C:18]1[CH:23]=[CH:22][C:21]([O:24][CH3:25])=[C:20]([O:26][CH3:27])[CH:19]=1)[CH2:3][CH2:4][CH2:5][NH:6][C:7](=[O:15])[C:8]1[C:9](=[CH:11][CH:12]=[CH:13][CH:14]=1)[OH:10].Cl.[CH:29](Cl)(Cl)[Cl:30]>C(O)(=O)C>[ClH:30].[CH3:1][N:2]([CH2:16][CH2:17][C:18]1[CH:23]=[CH:22][C:21]([O:24][CH3:25])=[C:20]([O:26][CH3:27])[CH:19]=1)[CH2:3][CH2:4][CH2:5][N:6]1[C:7](=[O:15])[C:8]2[CH:14]=[CH:13][CH:12]=[CH:11][C:9]=2[O:10][CH2:29]1 |f:4.5|. Reported procedure: A solution of 2 g (5.37 mmol) of N-{3-[(methyl)(3,4-dimethoxyphenethyl)amino]propyl}salicylamide in 18 ml of chloroform and 1 ml of acetic acid is treated for 2 min with a stream of gaseous hydrochloric acid. 340 milligrams of trioxymethylene are then added to the above mixture, which is heated for 20 min to 70°-75° C. After return to room temperature, a stream of nitrogen is passed through for 30 min and the mixture is then filtered on a sinter and evaporated to dryness. The residue is taken up...